This data is from the Open Reaction Database (ORD), a public repository of structured organic reaction records. The task is: describe an organic reaction: reactants, conditions, products, and yield The reactants are Cc1cccc(Br)c1[N+](=O)[O-], O=C([O-])[O-], [Cs+], [Cs+], CCOC(=O)c1cnn(C)c1N, O=C(C=Cc1ccccc1)C=Cc1ccccc1, C1COCCO1, O=C(C=Cc1ccccc1)C=Cc1ccccc1, O=C(C=Cc1ccccc1)C=Cc1ccccc1, [Pd], [Pd], CC1(C)c2cccc(P(c3ccccc3)c3ccccc3)c2Oc2c(P(c3ccccc3)c3ccccc3)cccc21. The product is CCOC(=O)c1cnn(C)c1Nc1cccc(C)c1[N+](=O)[O-]. As a reaction SMILES: [Br:61][c:62]1[c:63]([N+:69](=[O:70])[O-:71])[c:64]([CH3:68])[cH:65][cH:66][cH:67]1.[C:1](=[O:2])([O-:3])[O-:4].[Cs+:5].[Cs+:6].[NH2:49][c:50]1[c:51]([C:56](=[O:57])[O:58][CH2:59][CH3:60])[cH:52][n:53][n:54]1[CH3:55].[O:116]=[C:117]([CH:118]=[CH:119][c:120]1[cH:121][cH:122][cH:123][cH:124][cH:125]1)[CH:126]=[CH:127][c:128]1[cH:129][cH:130][cH:131][cH:132][cH:133]1.[O:72]1[CH2:73][CH2:74][O:75][CH2:76][CH2:77]1.[O:80]=[C:81]([CH:82]=[CH:83][c:84]1[cH:85][cH:86][cH:87][cH:88][cH:89]1)[CH:90]=[CH:91][c:92]1[cH:93][cH:94][cH:95][cH:96][cH:97]1.[O:98]=[C:99]([CH:100]=[CH:101][c:102]1[cH:103][cH:104][cH:105][cH:106][cH:107]1)[CH:108]=[CH:109][c:110]1[cH:111][cH:112][cH:113][cH:114][cH:115]1.[Pd:78].[Pd:79].[c:7]1([P:8]([c:9]2[cH:10][cH:11][cH:12][cH:13][cH:14]2)[c:15]2[c:16]3[c:40]([cH:41][cH:42][cH:43]2)[C:37]([CH3:38])([CH3:39])[c:19]2[c:18]([c:23]([P:24]([c:25]4[cH:26][cH:27][cH:28][cH:29][cH:30]4)[c:31]4[cH:32][cH:33][cH:34][cH:35][cH:36]4)[cH:22][cH:21][cH:20]2)[O:17]3)[cH:44][cH:45][cH:46][cH:47][cH:48]1>>[NH:49]([c:50]1[c:51]([C:56](=[O:57])[O:58][CH2:59][CH3:60])[cH:52][n:53][n:54]1[CH3:55])[c:62]1[c:63]([N+:69](=[O:70])[O-:71])[c:64]([CH3:68])[cH:65][cH:66][cH:67]1.